Task: describe an organic reaction: reactants, conditions, products, and yield. Dataset: the Open Reaction Database (ORD), a public repository of structured organic reaction records Starting materials: C1CCOC1, CCOC(C)=O, Cl, COC(=O)c1cccc2c1c1c(O)cccc1n2Cc1cccc(C(F)(F)F)c1, [NH4+], [OH-]. Product: NC(=O)c1cccc2c1c1c(O)cccc1n2Cc1cccc(C(F)(F)F)c1. Reaction SMILES: [CH2:33]1[O:34][CH2:35][CH2:36][CH2:37]1.[CH3:38][CH2:39][O:40][C:41](=[O:42])[CH3:43].[ClH:30].[F:1][C:2]([c:3]1[cH:4][c:5]([CH2:9][n:10]2[c:11]3[cH:12][cH:13][cH:14][c:15]([C:24](=[O:25])[O:26][CH3:27])[c:16]3[c:17]3[c:18]([OH:23])[cH:19][cH:20][cH:21][c:22]23)[cH:6][cH:7][cH:8]1)([F:28])[F:29].[NH4+:31].[OH-:32]>>[F:1][C:2]([c:3]1[cH:4][c:5]([CH2:9][n:10]2[c:11]3[cH:12][cH:13][cH:14][c:15]([C:24](=[O:25])[NH2:31])[c:16]3[c:17]3[c:18]([OH:23])[cH:19][cH:20][cH:21][c:22]23)[cH:6][cH:7][cH:8]1)([F:28])[F:29]. Starting materials: COc1ccc(-c2ccc([N+](=O)[O-])c(C#N)n2)cc1OC, CO, Cl, [Fe], [NH4+], [OH-]. Product: COc1ccc(-c2ccc(N)c(C#N)n2)cc1OC. RXN SMILES: [CH3:1][O:2][c:3]1[cH:4][c:5](-[c:11]2[cH:12][cH:13][c:14]([N+:19]([O-:20])=[O:21])[c:15]([C:17]#[N:18])[n:16]2)[cH:6][cH:7][c:8]1[O:9][CH3:10].[CH3:24][OH:25].[ClH:26].[Fe:27].[NH4+:22].[OH-:23]>>[CH3:1][O:2][c:3]1[cH:4][c:5](-[c:11]2[cH:12][cH:13][c:14]([NH2:19])[c:15]([C:17]#[N:18])[n:16]2)[cH:6][cH:7][c:8]1[O:9][CH3:10].